describe an organic reaction: reactants, conditions, products, and yield From a dataset of the Open Reaction Database (ORD), a public repository of structured organic reaction records. Starting materials: S(O)(O)(=O)=O (sulfuric acid), BrC1=CC=C(C=O)C=C1 (4-bromobenzaldehyde), [N+](=O)([O-])CC (nitroethane), C(C)(=O)[O-].[NH4+] (ammonium acetate). Run in C1(=CC=CC=C1)C (toluene). Reaction conditions: temperature 80 celsius, time 2 hour. The product is BrC1=CC=C(C=C1)C=C(C)[N+](=O)[O-] (2-(4-bromophenyl)-1-nitro-1-methylethylene). Yield: 47.7%. Reaction SMILES: [Br:1][C:2]1[CH:9]=[CH:8][C:5]([CH:6]=O)=[CH:4][CH:3]=1.[N+:10]([CH2:13][CH3:14])([O-:12])=[O:11].C([O-])(=O)C.[NH4+].S(=O)(=O)(O)O>C1(C)C=CC=CC=1>[Br:1][C:2]1[CH:9]=[CH:8][C:5]([CH:6]=[C:13]([N+:10]([O-:12])=[O:11])[CH3:14])=[CH:4][CH:3]=1 |f:2.3|. Procedure: A solution of 30.0 g (162 mmol) of 4-bromobenzaldehyde, 116 mL (1.6 mole) of nitroethane, and 37.5 g (486 mmol) of ammonium acetate in 200 mL of toluene was heated under a Dean and Stark trap for 18 hours. The mixture was then cooled to 80° C., 1 mL of concentrated sulfuric acid was added, and the mixture was stirred at 80° C. for 2 hours. The mixture was then cooled to ambient temperature and washed with 200 mL of brine. The organic layer was separated and the aqueous layer was extracted three ... The reactants are ClCCl, COC(=O)CC(=O)Cl, Nc1ccccc1. Product: COC(=O)CC(=O)Nc1ccccc1. As a reaction SMILES: [Cl:16][CH2:17][Cl:18].[Cl:1][C:2]([CH2:3][C:4](=[O:5])[O:6][CH3:7])=[O:8].[NH2:9][c:10]1[cH:11][cH:12][cH:13][cH:14][cH:15]1>>[C:2]([CH2:3][C:4](=[O:5])[O:6][CH3:7])(=[O:8])[NH:9][c:10]1[cH:11][cH:12][cH:13][cH:14][cH:15]1.